From a dataset of the Open Reaction Database (ORD), a public repository of structured organic reaction records. describe an organic reaction: reactants, conditions, products, and yield Starting materials: [OH-].[Na+] (sodium hydroxide), ClC1=NC=C(C(=N1)NC=1C=CC=2OC(C(NC2N1)=O)(C)C)F (6-[(2-chloro-5-fluoro-pyrimidin-4-yl)amino]-2,2-dimethyl-4H-pyrido[3,2-b][1,4]oxazin-3-one), COC=1C=C(N)C=C(C1OC)OC (3,4,5-trimethoxyaniline), O (water). Solvent: CN1C(CCC1)=O (N-methylpyrrolidin-2-one). Reaction conditions: temperature 120 celsius. The product is FC=1C(=NC(=NC1)NC1=CC(=C(C(=C1)OC)OC)OC)NC=1C=CC=2OC(C(NC2N1)=O)(C)C (6-[[5-Fluoro-2-(3,4,5-trimethoxyanilino)pyrimidin-4-yl]amino]-2,2-dimethyl-4H-pyrido[3,2-b][1,4]oxazin-3-one). Yield: 160270.8%. RXN SMILES: Cl[C:2]1[N:7]=[C:6]([NH:8][C:9]2[CH:10]=[CH:11][C:12]3[O:13][C:14]([CH3:21])([CH3:20])[C:15](=[O:19])[NH:16][C:17]=3[N:18]=2)[C:5]([F:22])=[CH:4][N:3]=1.[CH3:23][O:24][C:25]1[CH:26]=[C:27]([CH:29]=[C:30]([O:34][CH3:35])[C:31]=1[O:32][CH3:33])[NH2:28].O.[OH-].[Na+]>CN1CCCC1=O>[F:22][C:5]1[C:6]([NH:8][C:9]2[CH:10]=[CH:11][C:12]3[O:13][C:14]([CH3:21])([CH3:20])[C:15](=[O:19])[NH:16][C:17]=3[N:18]=2)=[N:7][C:2]([NH:28][C:27]2[CH:29]=[C:30]([O:34][CH3:35])[C:31]([O:32][CH3:33])=[C:25]([O:24][CH3:23])[CH:26]=2)=[N:3][CH:4]=1 |f:3.4|. Procedure: 6-[(2-chloro-5-fluoro-pyrimidin-4-yl)amino]-2,2-dimethyl-4H-pyrido[3,2-b][1,4]oxazin-3-one (Step A) (568 kg, 1.00 mol eq) is mixed with 3,4,5-trimethoxyaniline (402 kg, 1.25 mol eq) in N-methylpyrrolidin-2-one (2835 kg) with stirring under a nitrogen atmosphere. To this is added water (11 kg) and the mixture heated to about 120° C. and stirred for about 10 hours. This is then cooled to about 65° C. and the pH adjusted to pH 8.5 with 4% w/w aqueous sodium hydroxide solution. The resulting slurry ... Reactants: O=C([O-])O, C=CCN, CCCCCCCCCCCCNc1nc(Cl)nc2c(C)csc12, [Na+]. The product is C=CCNc1nc(NCCCCCCCCCCCC)c2scc(C)c2n1. RXN SMILES: [C:29](=[O:30])([O-:31])[OH:32].[CH2:25]([CH:26]=[CH2:27])[NH2:28].[Cl:1][c:2]1[n:3][c:4]([NH:12][CH2:13][CH2:14][CH2:15][CH2:16][CH2:17][CH2:18][CH2:19][CH2:20][CH2:21][CH2:22][CH2:23][CH3:24])[c:5]2[c:6]([n:7]1)[c:8]([CH3:11])[cH:9][s:10]2.[Na+:33]>>[c:2]1([NH:28][CH2:25][CH:26]=[CH2:27])[n:3][c:4]([NH:12][CH2:13][CH2:14][CH2:15][CH2:16][CH2:17][CH2:18][CH2:19][CH2:20][CH2:21][CH2:22][CH2:23][CH3:24])[c:5]2[c:6]([n:7]1)[c:8]([CH3:11])[cH:9][s:10]2. Starting materials: C(C1=CC=CC=C1)C1CN(CCN1)C1=CC=C2C(=NN(C2=C1)C1CCC1)CC (6-(3-benzyl-piperazin-1-yl)-1-cyclobutyl-3-ethyl-1H-indazole), ClC1=NC(=CC=C1)[N+](=O)[O-] (2-chloro-6-nitro-pyridine). Yields the product C(C1=CC=CC=C1)C1CN(CCN1C1=NC(=CC=C1)[N+](=O)[O-])C1=CC=C2C(=NN(C2=C1)C1CCC1)CC (6-[3-benzyl-4-(6-nitro-pyridin-2-yl)-piperazin-1-yl]-1-cyclobutyl-3-ethyl-1H-indazole). Reaction SMILES: [CH2:1]([CH:8]1[NH:13][CH2:12][CH2:11][N:10]([C:14]2[CH:22]=[C:21]3[C:17]([C:18]([CH2:27][CH3:28])=[N:19][N:20]3[CH:23]3[CH2:26][CH2:25][CH2:24]3)=[CH:16][CH:15]=2)[CH2:9]1)[C:2]1[CH:7]=[CH:6][CH:5]=[CH:4][CH:3]=1.Cl[C:30]1[CH:35]=[CH:34][CH:33]=[C:32]([N+:36]([O-:38])=[O:37])[N:31]=1>>[CH2:1]([CH:8]1[N:13]([C:30]2[CH:35]=[CH:34][CH:33]=[C:32]([N+:36]([O-:38])=[O:37])[N:31]=2)[CH2:12][CH2:11][N:10]([C:14]2[CH:22]=[C:21]3[C:17]([C:18]([CH2:27][CH3:28])=[N:19][N:20]3[CH:23]3[CH2:24][CH2:25][CH2:26]3)=[CH:16][CH:15]=2)[CH2:9]1)[C:2]1[CH:3]=[CH:4][CH:5]=[CH:6][CH:7]=1. Reported procedure: Prepared using the same procedure described in Example 410 from 6-(3-benzyl-piperazin-1-yl)-1-cyclobutyl-3-ethyl-1H-indazole and 2-chloro-6-nitro-pyridine to afford the intermediate 6-[3-benzyl-4-(6-nitro-pyridin-2-yl)-piperazin-1-yl]-1-cyclobutyl-3-ethyl-1H-indazole {20.5 mg; LC/MS (Method B) 5.09 min, [M+1]+ 497]}. The nitro-intermediate was reduced with sodium hydrosulfite (48 mg, 0.28 mmol) in 50:50 THF/water at room temperature to obtain the title compound as a tan solid (6 mg, 2% overall).... The reactants are BrC=1C=C(C=CC1)O (3-Bromophenol), C([O-])([O-])=O.[Cs+].[Cs+] (cesium carbonate), ClCC(C)=O (Chloroacetone). The solvent is CN(C)C=O (DMF). Run at time 15 minute. Product: BrC=1C=C(OCC(C)=O)C=CC1 (1-(3-Bromo-phenoxy)-propan-2-one). Reaction SMILES: [Br:1][C:2]1[CH:3]=[C:4]([OH:8])[CH:5]=[CH:6][CH:7]=1.C(=O)([O-])[O-].[Cs+].[Cs+].Cl[CH2:16][C:17](=[O:19])[CH3:18]>CN(C=O)C>[Br:1][C:2]1[CH:3]=[C:4]([CH:5]=[CH:6][CH:7]=1)[O:8][CH2:16][C:17](=[O:19])[CH3:18] |f:1.2.3|. Procedure: 3-Bromophenol (6.27 g, 36 mmol) and cesium carbonate (20. g, 61.2 mmol) were dissolved in DMF (50 mL) and stirred for 15 minutes at room temperature. Chloroacetone (4.3 mL, 54 mmol) was added and the reaction stirred for 1 hour and was submitted to aqueous workup. Purification by silica gel chromatography (0-50% EtOAc in hexanes) afforded the title compound. As a reaction SMILES: [B:24]([Br:25])([Br:26])[Br:27].[CH:1]1([CH:7]2[C:8](=[O:23])[N:9]([CH2:12][c:13]3[c:14]([Cl:22])[cH:15][c:16]([O:20][CH3:21])[cH:17][c:18]3[Cl:19])[CH2:10][CH2:11]2)[CH2:2][CH2:3][CH2:4][CH2:5][CH2:6]1.[Cl:28][CH:29]([Cl:30])[CH3:31]>>[CH:1]1([CH:7]2[C:8](=[O:23])[N:9]([CH2:12][c:13]3[c:14]([Cl:22])[cH:15][c:16]([OH:20])[cH:17][c:18]3[Cl:19])[CH2:10][CH2:11]2)[CH2:2][CH2:3][CH2:4][CH2:5][CH2:6]1. Product: O=C1C(C2CCCCC2)CCN1Cc1c(Cl)cc(O)cc1Cl. Starting materials: BrB(Br)Br, COc1cc(Cl)c(CN2CCC(C3CCCCC3)C2=O)c(Cl)c1, CC(Cl)Cl. The product is CC1(C)c2cc(OS(C)(=O)=O)ccc2OC1N1CCCCC1. Starting materials: CS(=O)(=O)Cl, CC1(C)c2cc(O)ccc2OC1N1CCCCC1, O, c1ccncc1. As a reaction SMILES: [CH3:19][S:20]([Cl:21])(=[O:22])=[O:23].[CH3:1][C:2]1([CH3:18])[CH:3]([N:12]2[CH2:13][CH2:14][CH2:15][CH2:16][CH2:17]2)[O:4][c:5]2[c:6]1[cH:7][c:8]([OH:11])[cH:9][cH:10]2.[OH2:24].[cH:25]1[cH:26][cH:27][n:28][cH:29][cH:30]1>>[CH3:1][C:2]1([CH3:18])[CH:3]([N:12]2[CH2:13][CH2:14][CH2:15][CH2:16][CH2:17]2)[O:4][c:5]2[c:6]1[cH:7][c:8]([O:11][S:20]([CH3:19])(=[O:22])=[O:23])[cH:9][cH:10]2. Starting materials: Cc1ccc(S(=O)(=O)OCCCc2ccc(-c3ccnc(NC4CC(C)(C)NC(C)(C)C4)n3)cc2)cc1, CO, N. Yields the product CC1(C)CC(Nc2nccc(-c3ccc(CCCN)cc3)n2)CC(C)(C)N1. As a reaction SMILES: [CH3:1][C:2]1([CH3:37])[NH:3][C:4]([CH3:35])([CH3:36])[CH2:5][CH:6]([NH:8][c:9]2[n:10][cH:11][cH:12][c:13](-[c:15]3[cH:16][cH:17][c:18]([CH2:21][CH2:22][CH2:23][O:24][S:25]([c:26]4[cH:27][cH:28][c:29]([CH3:30])[cH:31][cH:32]4)(=[O:33])=[O:34])[cH:19][cH:20]3)[n:14]2)[CH2:7]1.[CH3:39][OH:40].[NH3:38]>>[CH3:1][C:2]1([CH3:37])[NH:3][C:4]([CH3:35])([CH3:36])[CH2:5][CH:6]([NH:8][c:9]2[n:10][cH:11][cH:12][c:13](-[c:15]3[cH:16][cH:17][c:18]([CH2:21][CH2:22][CH2:23][NH2:38])[cH:19][cH:20]3)[n:14]2)[CH2:7]1. The reactants are CN(C(CBr)=O)CC(OCC)OCC (N-Methyl-N-(2,2-diethoxyethyl)-α-bromoacetamide), C([O-])([O-])=O.[Na+].[Na+] (sodium carbonate), propandiol-1,3, C=1(C(=CC=CC1)S(=O)(=O)O)C (toluenesulfonic acid). Solvent: C(C)O (ethanol). Product: CN(C(CBr)=O)CC1OCCCO1 (N-methyl-N-(1,3-dioxan-2-ylmethyl)-α-bromoacetamide). Reaction SMILES: [CH3:1][N:2]([CH2:7][CH:8]([O:12][CH2:13][CH3:14])[O:9][CH2:10]C)[C:3](=[O:6])[CH2:4][Br:5].C1(C)C(S(O)(=O)=O)=CC=CC=1.C(=O)([O-])[O-].[Na+].[Na+]>C(O)C>[CH3:1][N:2]([CH2:7][CH:8]1[O:9][CH2:10][CH2:14][CH2:13][O:12]1)[C:3](=[O:6])[CH2:4][Br:5] |f:2.3.4|. Procedure details: N-Methyl-N-(2,2-diethoxyethyl)-α-bromoacetamide (10 grams), propandiol-1,3 (3 ml) and trace amounts of toluenesulfonic acid are charged into a glass reaction vessel equipped with a mechanical stirrer, thermometer and reflux condenser. The reaction mixture is heated until no more ethanol is given off. After this time sodium carbonate (1 gram) is added to the mixture with stirring and the resulting mixture is distilled to yield the desired product N-methyl-N-(1,3-dioxan-2-ylmethyl)-α-bromoacetamid... Starting materials: COC1=C2CCCC(C2=CC=C1)=O (5-methoxy-1-tetralone), Cl.NO (hydroxylamine hydrochloride), C([O-])(O)=O.[Na+] (sodium bicarbonate). Run in CO (methanol), O (water). Yields the product COC1=C2CCCC(C2=CC=C1)=NO (5-methoxy-tetralone-1-oxime). Yield: 79.5%. Reaction SMILES: [CH3:1][O:2][C:3]1[CH:12]=[CH:11][CH:10]=[C:9]2[C:4]=1[CH2:5][CH2:6][CH2:7][C:8]2=O.Cl.[NH2:15][OH:16].C(=O)(O)[O-].[Na+]>CO.O>[CH3:1][O:2][C:3]1[CH:12]=[CH:11][CH:10]=[C:9]2[C:4]=1[CH2:5][CH2:6][CH2:7][C:8]2=[N:15][OH:16] |f:1.2,3.4|. Procedure: 17.7 g (0.1 mole) of commercial 5-methoxy-1-tetralone (from Aldrich), 18.4 g (0.26 mole) of hydroxylamine hydrochloride and 22.6 g of sodium bicarbonate (0.26 mole), in 450 ml of methanol and 80 ml of water, are refluxed for 36 hours. The solvent is then removed on a rotary evaporator, the residue is thoroughly stirred with water and the precipitate is filtered off, dried and recrystallized from toluene. 15.2 g of 5-methoxy-tetralone-1-oxime (79.6% yield), of melting point 158°-159° C., are obta... Starting materials: NC=1N=CC2=CC=CC=C2C1 (3-aminoisoquinoline), COC(C1=C(C=CC=C1)NCC1=CC(=NC=C1)NC(=O)N1CCOCC1)=O (2-({2-[(morpholine-4-carbonyl)-amino]-pyridin-4-ylmethyl}-amino)-benzoic acid methyl ester), C[Al](C)C (trimethylaluminium). Run in C(O)([O-])=O.[Na+] (sodium hydrogencarbonate), ClCCCl (DCE). Run at temperature 120 celsius. The product is C1=NC(=CC2=CC=CC=C12)NC(=O)C1=C(C=CC=C1)NCC1=CC(=NC=C1)NC(=O)N1CCOCC1 (morpholine-4-carboxylic acid (4-{[2-(isoquinolin-3-ylcarbamoyl)-phenylamino]-methyl}-pyridin-2-yl)-amide). The yield is 31.1%. As a reaction SMILES: [NH2:1][C:2]1[N:3]=[CH:4][C:5]2[C:10]([CH:11]=1)=[CH:9][CH:8]=[CH:7][CH:6]=2.C[O:13][C:14](=O)[C:15]1[CH:20]=[CH:19][CH:18]=[CH:17][C:16]=1[NH:21][CH2:22][C:23]1[CH:28]=[CH:27][N:26]=[C:25]([NH:29][C:30]([N:32]2[CH2:37][CH2:36][O:35][CH2:34][CH2:33]2)=[O:31])[CH:24]=1.C[Al](C)C>ClCCCl.C(=O)([O-])O.[Na+]>[CH:4]1[C:5]2[C:10](=[CH:9][CH:8]=[CH:7][CH:6]=2)[CH:11]=[C:2]([NH:1][C:14]([C:15]2[CH:20]=[CH:19][CH:18]=[CH:17][C:16]=2[NH:21][CH2:22][C:23]2[CH:28]=[CH:27][N:26]=[C:25]([NH:29][C:30]([N:32]3[CH2:33][CH2:34][O:35][CH2:36][CH2:37]3)=[O:31])[CH:24]=2)=[O:13])[N:3]=1 |f:4.5|. Procedure: To a stirred solution of 3-aminoisoquinoline (75 mg, 0.52 mmol) and 2-({2-[(morpholine-4-carbonyl)-amino]-pyridin-4-ylmethyl}-amino)-benzoic acid methyl ester (149 mg, 0.40 mmol) in DCE (6 mL) at 0° C., under argon, was added trimethylaluminium (2M in toluene, 0.4 mL, 0.8 mmol). The reaction was heated at 120° C. (bath temperature) for 3 hours. On cooling the reaction was diluted with aqueous sodium hydrogencarbonate solution and extracted with dichloromethane. The organic phase was washed with ...